Dataset: the Open Reaction Database (ORD), a public repository of structured organic reaction records. Task: describe an organic reaction: reactants, conditions, products, and yield Reactants: C(C)(C)(C)OC(\C=C\C1=CN(C=C1)S(=O)(=O)C1=CC=C(C=C1)CBr)=O ((E)-3-[1-(4-bromomethyl-benzenesulfonyl)-1H-pyrrol-3-yl]-acrylic acid tert-butyl ester), N1CCOCC1 (morpholine). Yields the product C(C)(C)(C)OC(\C=C\C1=CN(C=C1)S(=O)(=O)C1=CC=C(C=C1)CN1CCOCC1)=O ((E)-3-{1-[4-(Morpholin-4-yl-methyl)-benzenesulfonyl]-1H-pyrrol-3yl}-acrylic acid tert-butyl ester). As a reaction SMILES: [C:1]([O:5][C:6](=[O:25])/[CH:7]=[CH:8]/[C:9]1[CH:13]=[CH:12][N:11]([S:14]([C:17]2[CH:22]=[CH:21][C:20]([CH2:23]Br)=[CH:19][CH:18]=2)(=[O:16])=[O:15])[CH:10]=1)([CH3:4])([CH3:3])[CH3:2].[NH:26]1[CH2:31][CH2:30][O:29][CH2:28][CH2:27]1>>[C:1]([O:5][C:6](=[O:25])/[CH:7]=[CH:8]/[C:9]1[CH:13]=[CH:12][N:11]([S:14]([C:17]2[CH:22]=[CH:21][C:20]([CH2:23][N:26]3[CH2:31][CH2:30][O:29][CH2:28][CH2:27]3)=[CH:19][CH:18]=2)(=[O:16])=[O:15])[CH:10]=1)([CH3:4])([CH3:3])[CH3:2]. Procedure details: Starting from compound D2 and morpholine the title compound can be obtained analogously as described for compound C5. Reactants: CC(NC(=O)OC(C)(C)C)C(=O)O, C1CNCCN1, CC#N, CN(C)C=O. Yields the product CC(NC(=O)OC(C)(C)C)C(=O)N1CCNCC1. Reaction SMILES: [C:1]([CH3:2])([CH3:3])([CH3:4])[O:5][C:6](=[O:7])[NH:8][CH:9]([CH3:10])[C:11](=[O:12])[OH:13].[CH2:14]1[CH2:15][NH:16][CH2:17][CH2:18][NH:19]1.[CH3:20][C:21]#[N:22].[O:23]=[CH:24][N:25]([CH3:26])[CH3:27]>>[C:1]([CH3:2])([CH3:3])([CH3:4])[O:5][C:6](=[O:7])[NH:8][CH:9]([CH3:10])[C:11](=[O:13])[N:16]1[CH2:15][CH2:14][NH:19][CH2:18][CH2:17]1. Starting materials: C(Cl)Cl (DCM), COC(=O)C=1C=C2CN(CC2=CC1)CC1=C(C=C(C=C1)OC)OC (2-(2,4-dimethoxy-benzyl)-2,3-dihydro-1H-isoindole-5-carboxylic acid methyl ester), C1(=CC=CC=C1)OC (anisole), C(=O)(C(F)(F)F)O (TFA), O (water). The product is FC(C(=O)O)(F)F.C(C)OC(=O)C=1C=C2CNCC2=CC1 (ethyl-2,3-dihydro-1H-isoindole-5-carboxylate trifluoroacetate). Reaction SMILES: [CH3:1][O:2][C:3]([C:5]1[CH:6]=[C:7]2[C:11](=[CH:12][CH:13]=1)[CH2:10][N:9](CC1C=CC(OC)=CC=1OC)[CH2:8]2)=[O:4].[C:25]1(OC)C=CC=CC=1.O.C(Cl)Cl.[C:37]([OH:43])([C:39]([F:42])([F:41])[F:40])=[O:38]>>[F:40][C:39]([F:42])([F:41])[C:37]([OH:43])=[O:38].[CH2:1]([O:2][C:3]([C:5]1[CH:6]=[C:7]2[C:11](=[CH:12][CH:13]=1)[CH2:10][NH:9][CH2:8]2)=[O:4])[CH3:25] |f:5.6|. Reported procedure: A solution of 2-(2,4-dimethoxy-benzyl)-2,3-dihydro-1H-isoindole-5-carboxylic acid methyl ester (215 mg) and anisole (200 μl) in 1 ml of TFA was heated at 140° C. for 30 minutes in a CEM discover microwave synthesiser. The reaction was partititioned between water and DCM, the water layer was separated, washed with DCM then evaporated and re-evaporated with toluene/MeOH (×2) to give 105 mg of the title compound. 1H NMR (DMSO-d6) 9.70 (2H, br s), 8.02 (1H, s), 8.98 (1H, d), 7.57 (1H, d), 4.60 (2H, ... Starting materials: C1(=CC=CC=C1)P(C1=C(C2=CC=CC=C2C=C1)C1=C(C=CC2=CC=CC=C12)P(C1=CC=CC=C1)C1=CC=CC=C1)C1=CC=CC=C1 ([rac]-2,2′-bis(diphenylphosphino)-1,1′-binaphthyl), COC1=CC=C(CN)C=C1 (4-methoxy-benzylamine), CC1=C(C(=NC(=C1)C1=CC(=CC=C1)C(F)(F)F)OS(=O)(=O)C(F)(F)F)C(=O)N1CCC(CC1)N1CCCC1 (trifluoro-methanesulfonic acid 4-methyl-3-(4-pyrrolidin-1-yl-piperidine-1-carbonyl)-6-(3-trifluoromethyl-phenyl)-pyridin-2-yl ester), CC1=C(C(=NC(=C1)C1=CC(=CC=C1)C(F)(F)F)OS(=O)(=O)C(F)(F)F)C(=O)N1CCC(CC1)N1CCCC1 (trifluoro-methanesulfonic acid 4-methyl-3-(4-pyrrolidin-1-yl-piperidine-1-carbonyl)-6-(3-trifluoromethyl-phenyl)-pyridin-2-yl ester). Reagents/catalysts: C(C)(=O)[O-].[Pd+2].C(C)(=O)[O-] (palladium(II) acetate). Yields the product COC1=CC=C(CNC2=NC(=CC(=C2C(=O)N2CCC(CC2)N2CCCC2)C)C2=CC(=CC=C2)C(F)(F)F)C=C1 ([2-(4-Methoxy-benzylamino)-4-methyl-6-(3-trifluoromethyl-phenyl)-pyridin-3-yl]-(4-pyrrolidin-1-yl-piperidin-1-yl)-methanone). RXN SMILES: [CH3:1][C:2]1[CH:7]=[C:6]([C:8]2[CH:13]=[CH:12][CH:11]=[C:10]([C:14]([F:17])([F:16])[F:15])[CH:9]=2)[N:5]=[C:4](OS(C(F)(F)F)(=O)=O)[C:3]=1[C:26]([N:28]1[CH2:33][CH2:32][CH:31]([N:34]2[CH2:38][CH2:37][CH2:36][CH2:35]2)[CH2:30][CH2:29]1)=[O:27].C1(P(C2C=CC=CC=2)C2C=CC3C(=CC=CC=3)C=2C2C3C(=CC=CC=3)C=CC=2P(C2C=CC=CC=2)C2C=CC=CC=2)C=CC=CC=1.[CH3:85][O:86][C:87]1[CH:94]=[CH:93][C:90]([CH2:91][NH2:92])=[CH:89][CH:88]=1>C([O-])(=O)C.[Pd+2].C([O-])(=O)C>[CH3:85][O:86][C:87]1[CH:94]=[CH:93][C:90]([CH2:91][NH:92][C:4]2[C:3]([C:26]([N:28]3[CH2:29][CH2:30][CH:31]([N:34]4[CH2:38][CH2:37][CH2:36][CH2:35]4)[CH2:32][CH2:33]3)=[O:27])=[C:2]([CH3:1])[CH:7]=[C:6]([C:8]3[CH:13]=[CH:12][CH:11]=[C:10]([C:14]([F:17])([F:16])[F:15])[CH:9]=3)[N:5]=2)=[CH:89][CH:88]=1 |f:3.4.5|. Reported procedure: In analogy to the procedure described for the preparation of example 6, trifluoro-methanesulfonic acid 4-methyl-3-(4-pyrrolidin-1-yl-piperidine-1-carbonyl)-6-(3-trifluoromethyl-phenyl)-pyridin-2-yl ester (intermediate 10) was reacted with [rac]-2,2′-bis(diphenylphosphino)-1,1′-binaphthyl, palladium(II) acetate and 4-methoxy-benzylamine to give the title compound as yellow oil. MS: 553.4 (MH+).